From a dataset of the Open Reaction Database (ORD), a public repository of structured organic reaction records. describe an organic reaction: reactants, conditions, products, and yield The reactants are C([O-])([O-])=O.[Zn+2] (zinc carbonate), N[C@@H](CS)C(=O)O (cysteine). Solvent: O (water). Yields the product N[C@@H](CS)C(=O)[O-].[Zn+2].N[C@@H](CS)C(=O)[O-] (Zinc Cysteinate). Reaction SMILES: C(=O)([O-])[O-].[Zn+2:5].[NH2:6][C@H:7]([C:10]([OH:12])=[O:11])[CH2:8][SH:9]>O>[NH2:6][C@H:7]([C:10]([O-:12])=[O:11])[CH2:8][SH:9].[Zn+2:5].[NH2:6][C@H:7]([C:10]([O-:12])=[O:11])[CH2:8][SH:9] |f:0.1,4.5.6|. Reported procedure: Basic zinc carbonate (10 g) was added to a solution of cysteine in water (14.92 g/100 ml) and was heated under reflux for 16 h with stirring. The off-white microcrystalline solid was collected by filtration, washed with water and dried in air. The empirical formula for the complex, as determined by thermogravimetric analysis, was; Zn[SCH2CH(NH2)CO2 ]. This empirical formula was confirmed by matching the Fourier transform infra-red spectrum for the product with a reference spectrum for this compl... Starting materials: C(C1=CC=CC=C1)O[C@H]1[C@@H]([C@H](C[C@H]2[C@@H]1NC(O2)=O)CO)OCC2=CC=CC=C2 ((3aS,4R,5R,6R,7aS)-4,5-Bis(benzyloxy)-6-(hydroxymethyl)-hexahydrobenzo[d]oxazol-2(3H)-one). Run in C(Cl)Cl (DCM). Yields the product C(C1=CC=CC=C1)O[C@H]1[C@@H]([C@H](C[C@H]2[C@@H]1NC(O2)=O)C=O)OCC2=CC=CC=C2 ((3aS,4R,5R,6S,7aS)-4,5-Bis(benzyloxy)-2-oxo-octahydrobenzo[d]oxazole-6-carbaldehyde). Isolated yield 102.0%. RXN SMILES: [CH2:1]([O:8][C@@H:9]1[C@H:14]2[NH:15][C:16](=[O:18])[O:17][C@H:13]2[CH2:12][C@H:11]([CH2:19][OH:20])[C@H:10]1[O:21][CH2:22][C:23]1[CH:28]=[CH:27][CH:26]=[CH:25][CH:24]=1)[C:2]1[CH:7]=[CH:6][CH:5]=[CH:4][CH:3]=1>C(Cl)Cl>[CH2:1]([O:8][C@@H:9]1[C@H:14]2[NH:15][C:16](=[O:18])[O:17][C@H:13]2[CH2:12][C@H:11]([CH:19]=[O:20])[C@H:10]1[O:21][CH2:22][C:23]1[CH:28]=[CH:27][CH:26]=[CH:25][CH:24]=1)[C:2]1[CH:3]=[CH:4][CH:5]=[CH:6][CH:7]=1. Procedure details: A solution of compound 2 (1.4 g, 3.6 mmol) in DCM (25 mL) was treated with DMP (3.1 g, 7.3 mmol) for 3 h at room temperature. The reaction mixture was quenched with saturated aqueous Na2S2O3 (10 mL) and extracted with DCM (4×20 mL). The combined organic layer was washed with saturated aqueous NaHCO3 (20 mL) and brine (10 mL), dried over anhydrous MgSO4, and concentrated in vacuo to give the crude aldehyde 3 (1.4 g, yellow oil), which was used in the next step without further purification. (ES, m... Reactants: NCCCOc1cccnc1Br, CC(C)(C)P(C(C)(C)C)C(C)(C)C, C1CCOC1, CC(C)(C)[O-], [K+]. The product is c1cnc2c(c1)OCCCN2. RXN SMILES: [Br:7][c:8]1[n:9][cH:10][cH:11][cH:12][c:13]1[O:14][CH2:15][CH2:16][CH2:17][NH2:18].[C:19]([P:20]([C:21]([CH3:22])([CH3:23])[CH3:24])[C:25]([CH3:26])([CH3:27])[CH3:28])([CH3:29])([CH3:30])[CH3:31].[CH2:32]1[O:33][CH2:34][CH2:35][CH2:36]1.[CH3:1][C:2]([CH3:3])([O-:4])[CH3:5].[K+:6]>>[c:8]12[n:9][cH:10][cH:11][cH:12][c:13]1[O:14][CH2:15][CH2:16][CH2:17][NH:18]2. Reactants: BrN1C(CCC1=O)=O (N-Bromosuccinimide), C(C)(=O)C1=C(C=C(C=C1)NC(C)=O)OCC1=CC=CC=C1 (N-(4-acetyl-3-benzyloxy-phenyl)-acetamide). Solvent: CN(C)C=O (DMF), C(Cl)Cl (DCM). Reaction conditions: time 8 hour. Yields the product C(C)(=O)C1=CC(=C(C=C1OCC1=CC=CC=C1)NC(C)=O)Br (N-(4-Acetyl-5-benzyloxy-2-bromo-phenyl)-acetamide). The yield is 67.1%. As a reaction SMILES: [Br:1]N1C(=O)CCC1=O.[C:9]([C:12]1[CH:17]=[CH:16][C:15]([NH:18][C:19](=[O:21])[CH3:20])=[CH:14][C:13]=1[O:22][CH2:23][C:24]1[CH:29]=[CH:28][CH:27]=[CH:26][CH:25]=1)(=[O:11])[CH3:10]>CN(C=O)C.C(Cl)Cl>[C:9]([C:12]1[C:13]([O:22][CH2:23][C:24]2[CH:29]=[CH:28][CH:27]=[CH:26][CH:25]=2)=[CH:14][C:15]([NH:18][C:19](=[O:21])[CH3:20])=[C:16]([Br:1])[CH:17]=1)(=[O:11])[CH3:10]. Procedure: N-Bromosuccinimide (0.756 g, 4.27 mmol) was added portionwise to a solution of N-(4-acetyl-3-benzyloxy-phenyl)-acetamide (1.2 g, 4.24 mmol) in DMF (24 ml) and the reaction stirred overnight at room temperature. The reaction mixture was diluted with DCM, washed with water and dried over MgSO4 to afford a white solid (1.03 g, 67%). LC/MS: RT=2.609 min. 362/364 (MH+). Reactants: diazoketone, Cl (hydrogen chloride), [N+](=[N-])=C (diazomethane), 90, N(=O)CNC(=O)N (N-nitrosomethylurea), [OH-].[K+] (potassium hydroxide), ClCCCCC(=O)Cl (5-chlorovaleryl chloride), Cl (hydrogen chloride). Run in CCOCC (ether), CCOCC (ether). The product is ClCC(CCCCCl)=O (1,6-dichloro-2-hexanone). RXN SMILES: [N+](=C)=[N-].N([CH2:6]NC(N)=O)=O.[OH-:11].[K+].Cl[CH2:14][CH2:15][CH2:16][CH2:17][C:18]([Cl:20])=O.[ClH:21]>CCOCC>[Cl:21][CH2:6][C:14](=[O:11])[CH2:15][CH2:16][CH2:17][CH2:18][Cl:20] |f:2.3|. Procedure: To an ethereal solution of diazomethane (prepared by the reaction of 90 parts of N-nitrosomethylurea with 175 parts by volume of 45% aqueous potassium hydroxide in 375 parts by volume of ether) is added dropwise, at 0° C., 50 parts of 5-chlorovaleryl chloride and the resulting reaction mixture is allowed to warm to room temperature with stirring, then stirred for an additional 16 hours. A saturated solution of dry hydrogen chloride in ether is then added portionwise to the point at which the sol... Reactants: N([C@@H](C)C(=O)NCC(=O)OC)C(=O)OC(C)(C)C (Boc-Ala-Gly-OMe), FC(C(=O)O)(F)F (trifluoroacetic acid). Conditions: temperature 0 celsius, time 1 hour. Product: FC(C(=O)O)(F)F.COC(CNC([C@@H](N)C)=O)=O (Alanyl-glycine Methyl Ester Trifluoroacetate). As a reaction SMILES: [NH:1](C(OC(C)(C)C)=O)[C@H:2]([C:4]([NH:6][CH2:7][C:8]([O:10][CH3:11])=[O:9])=[O:5])[CH3:3].[F:19][C:20]([F:25])([F:24])[C:21]([OH:23])=[O:22]>>[F:19][C:20]([F:25])([F:24])[C:21]([OH:23])=[O:22].[CH3:11][O:10][C:8](=[O:9])[CH2:7][NH:6][C:4](=[O:5])[C@H:2]([CH3:3])[NH2:1] |f:2.3|. Reported procedure: Boc-Ala-Gly-OMe [10 g, 45 mmoles, described by H. U. Immer et al., Helv. Chim. Acta, 57, 730 (1974)] is dissolved in cold (ice bath) trifluoroacetic acid (100 ml). The solution is stirred for 1 hr at 0° C and the solvent evaporated. The residue is dissolved in methanol, added to diethyl ether and the precipitate collected to yield the title compound. The reactants are CCO, N, [Na+], C1CCOC1, [OH-], CC(C)(O)c1ccc(C(=CC2CCCC2)c2cc3cc(F)cnc3n2S(=O)(=O)c2ccccc2)cc1. Product: CC(C)(O)c1ccc(C(=CC2CCCC2)c2cc3cc(F)cnc3[nH]2)cc1. Reaction SMILES: [CH3:40][CH2:41][OH:42].[NH3:39].[Na+:38].[O:43]1[CH2:44][CH2:45][CH2:46][CH2:47]1.[OH-:37].[c:1]1([S:2](=[O:3])(=[O:4])[n:10]2[c:11]([C:20](=[CH:21][CH:22]3[CH2:23][CH2:24][CH2:25][CH2:26]3)[c:27]3[cH:28][cH:29][c:30]([C:33]([CH3:34])([CH3:35])[OH:36])[cH:31][cH:32]3)[cH:12][c:13]3[c:14]2[n:15][cH:16][c:17]([F:19])[cH:18]3)[cH:5][cH:6][cH:7][cH:8][cH:9]1>>[nH:10]1[c:11]([C:20](=[CH:21][CH:22]2[CH2:23][CH2:24][CH2:25][CH2:26]2)[c:27]2[cH:28][cH:29][c:30]([C:33]([CH3:34])([CH3:35])[OH:36])[cH:31][cH:32]2)[cH:12][c:13]2[c:14]1[n:15][cH:16][c:17]([F:19])[cH:18]2.